Dataset: the Open Reaction Database (ORD), a public repository of structured organic reaction records. Task: describe an organic reaction: reactants, conditions, products, and yield Starting materials: C(C=C)S (allylmercaptan), [Na] (sodium), COC=1N=NC(=C(C1C)C)Cl (3-methoxy-4,5-dimethyl-6-chloropyridazine). Solvent: CO (methanol). Product: COC=1N=NC(=C(C1C)C)SCC=C (3-methoxy-4,5-dimethyl-6-allylthiopyridazine). As a reaction SMILES: [Na].[CH2:2]([SH:5])[CH:3]=[CH2:4].[CH3:6][O:7][C:8]1[N:9]=[N:10][C:11](Cl)=[C:12]([CH3:15])[C:13]=1[CH3:14]>CO>[CH3:6][O:7][C:8]1[N:9]=[N:10][C:11]([S:5][CH2:2][CH:3]=[CH2:4])=[C:12]([CH3:15])[C:13]=1[CH3:14] |^1:0|. Reported procedure: 0.23 g(0.01 mol) of metallic sodium was dissolved in 30 ml of absolute methanol and then mixed with 0.93 ml(0.01 mol) of allylmercaptan. To this mixture was added 1.73 g(0.01 mol) of 3-methoxy-4,5-dimethyl-6-chloropyridazine obtained from Preparation 5. The reaction solution was refluxed for one hour and then treated according to the same manner as Example 1 to obtain the title compound as a freezing pale white crystal. Starting materials: S1CNC(C1)C(=O)O (thiazolidine-4-carboxylic acid), S(=O)(Cl)Cl (Thionyl chloride), CO (methanol). Run at temperature 0 celsius, time 30 minute. Product: [Cl-].COC(=O)C1[NH2+]CSC1 (4-(methoxycarbonyl)thiazolidin-3-ium chloride). Yield: 100.0%. Reaction SMILES: [S:1]1[CH2:5][CH:4]([C:6]([OH:8])=[O:7])[NH:3][CH2:2]1.S(Cl)([Cl:11])=O.[CH3:13]O>>[Cl-:11].[CH3:13][O:7][C:6]([CH:4]1[CH2:5][S:1][CH2:2][NH2+:3]1)=[O:8] |f:3.4|. Reported procedure: The commercially available starting material, thiazolidine-4-carboxylic acid (1.3 g, 9.59 mmol) was dissolved in anhydrous methanol (19.18 mL) and cooled to 0° C. in an ice bath. Thionyl chloride (1.40 mL, 19.18 mmol) was added drop wise and the reaction stirred for 30 minutes. The ice bath was removed and stirring continued either for 4-5 hours or overnight. The solvent was stripped and the product placed on the high vacuum to give 4-(methoxycarbonyl)thiazolidin-3-ium chloride. Without further ... Reactants: CCOCC, ClCCl, Cl, Cc1ccc2c(N3CCCC(CN(C(=O)[O-])C4CCOC4)C3)nc(-c3ccccc3O)nc2c1. Product: Cl, Cc1ccc2c(N3CCCC(CN(C(=O)O)C4CCOC4)C3)nc(-c3ccccc3O)nc2c1. RXN SMILES: [CH3:39][CH2:40][O:41][CH2:42][CH3:43].[Cl:36][CH2:37][Cl:38].[ClH:35].[O:1]1[CH2:2][CH:3]([N:6]([C:7]([O-:8])=[O:9])[CH2:10][CH:11]2[CH2:12][N:13]([c:17]3[n:18][c:19](-[c:28]4[c:29]([OH:34])[cH:30][cH:31][cH:32][cH:33]4)[n:20][c:21]4[cH:22][c:23]([CH3:27])[cH:24][cH:25][c:26]34)[CH2:14][CH2:15][CH2:16]2)[CH2:4][CH2:5]1>>[ClH:35].[O:1]1[CH2:2][CH:3]([N:6]([C:7](=[O:8])[OH:9])[CH2:10][CH:11]2[CH2:12][N:13]([c:17]3[n:18][c:19](-[c:28]4[c:29]([OH:34])[cH:30][cH:31][cH:32][cH:33]4)[n:20][c:21]4[cH:22][c:23]([CH3:27])[cH:24][cH:25][c:26]34)[CH2:14][CH2:15][CH2:16]2)[CH2:4][CH2:5]1.